Task: describe an organic reaction: reactants, conditions, products, and yield. Dataset: the Open Reaction Database (ORD), a public repository of structured organic reaction records Reactants: N(C1=CC=CC=C1)C(C(C(=O)NC1=CC=CC=C1)C1=CC=C(C(=O)O)C=C1)=O (4-[2-anilino-1-(anilinocarbonyl)-2-oxoethyl]benzoic acid), CCN=C=NCCCN(C)C (EDCI), C=1C=CC2=C(C1)N=NN2O (HOBT), NC1=C(C=CC(=C1)C1=CC=CC=C1)O (2-amino-4-phenylphenol). Solvent: CN(C)C=O (DMF). Reaction conditions: time 30 minute. Yields the product OC1=C(C=C(C=C1)C1=CC=CC=C1)NC(=O)C1=CC=C(C=C1)C(C(=O)NC1=CC=CC=C1)C(=O)NC1=CC=CC=C1 (2-(4-{[(4-hydroxybiphenyl-3-yl)amino]carbonyl}phenyl)-N,N′-diphenylmalonamide). The yield is 56.7%. As a reaction SMILES: [NH:1]([C:8](=[O:28])[CH:9]([C:19]1[CH:27]=[CH:26][C:22]([C:23]([OH:25])=O)=[CH:21][CH:20]=1)[C:10]([NH:12][C:13]1[CH:18]=[CH:17][CH:16]=[CH:15][CH:14]=1)=[O:11])[C:2]1[CH:7]=[CH:6][CH:5]=[CH:4][CH:3]=1.CCN=C=NCCCN(C)C.C1C=CC2N(O)N=NC=2C=1.[NH2:50][C:51]1[CH:56]=[C:55]([C:57]2[CH:62]=[CH:61][CH:60]=[CH:59][CH:58]=2)[CH:54]=[CH:53][C:52]=1[OH:63]>CN(C=O)C>[OH:63][C:52]1[CH:53]=[CH:54][C:55]([C:57]2[CH:62]=[CH:61][CH:60]=[CH:59][CH:58]=2)=[CH:56][C:51]=1[NH:50][C:23]([C:22]1[CH:21]=[CH:20][C:19]([CH:9]([C:10]([NH:12][C:13]2[CH:18]=[CH:17][CH:16]=[CH:15][CH:14]=2)=[O:11])[C:8]([NH:1][C:2]2[CH:7]=[CH:6][CH:5]=[CH:4][CH:3]=2)=[O:28])=[CH:27][CH:26]=1)=[O:25]. Procedure details: To a solution of 4-[2-anilino-1-(anilinocarbonyl)-2-oxoethyl]benzoic acid (33 mg, 0.088 mmol) in DMF (1 mL) at room temperature was added EDCI (13 mg, 0.094 mmol) and HOBT (19 mg, 0.14 mmol). The solution was stirred for 30 min and 2-amino-4-phenylphenol (33 mg, 0.18 mmol) was added in one portion. The reaction mixture was stirred at room temperature for 18 h and purified directly by reverse phase HPLC (40% to 95% MeCN in water) to give 2-(4-{[(4-hydroxybiphenyl-3-yl)amino]carbonyl}phenyl)-N,N′-... Starting materials: COC(C1=CC(=CC(=C1)OC1C(N(CC1)C)=O)OCC1=CC=CC=C1)=O (Methyl-3-(benzyloxy)-5-[(1-methyl-2-oxopyrrolidin-3-yl)oxy]benzoate), COC(C1=CC(=CC(=C1)OC1C(N(CC1)C)=O)OCC1=CC=CC=C1)=O (Methyl-3-(benzyloxy)-5-[(1-methyl-2-oxopyrrolidin-3-yl)oxy]benzoate). The reagents and catalysts are [Pd] (Pd/C). Solvent: C1CCOC1 (THF), CO (methanol), CO (Methanol). Run at time 16 hour. The product is OC=1C=C(C(=O)OC)C=C(C1)OC1C(N(CC1)C)=O (Methyl 3-(hydroxy)-5-[(1-methyl-2-oxopyrrolidin-3-yl)oxy]benzoate). Yield: 71.8%. Reaction SMILES: [CH3:1][O:2][C:3](=[O:26])[C:4]1[CH:9]=[C:8]([O:10][CH:11]2[CH2:15][CH2:14][N:13]([CH3:16])[C:12]2=[O:17])[CH:7]=[C:6]([O:18]CC2C=CC=CC=2)[CH:5]=1>C1COCC1.CO.[Pd]>[OH:18][C:6]1[CH:5]=[C:4]([CH:9]=[C:8]([O:10][CH:11]2[CH2:15][CH2:14][N:13]([CH3:16])[C:12]2=[O:17])[CH:7]=1)[C:3]([O:2][CH3:1])=[O:26]. Procedure: Methyl-3-(benzyloxy)-5-[(1-methyl-2-oxopyrrolidin-3-yl)oxy]benzoate (6.1 g) (Intermediate 6) was dissolved in THF: Methanol mixture (1:1), and 10% Pd/C (0.6 g) was added to this mixture. The reaction mixture was stirred under hydrogen atmosphere for 16 h. After 16 h, TLC showed absence of starting material and formation of polar spot when checked in 10% methanol: chloroform, the reaction mixture was filtered through celite on Buckner funnel. The filtrate was concentrated under vacuum to get the ... Reactants: O(C1=CC=CC=C1)C(=O)CC(C)NC(=O)N (Phenoxycarbonylpropyleneurea), OCCC=CC1=CC=CC=C1 (hydroxyethylstyrene), O1CCOCC1 (dioxane). The reagents and catalysts are C(CCCCCCCCCCC)(=O)[O-].C(CCCCCCCCCCC)(=O)[O-].C(CCC)[Sn+2]CCCC (dibutyltin dilaurate). Yields the product C(=C)C1=CC=C(C=C1)CCOC(=O)CC(C)NC(=O)N (2-(p-vinylphenyl)ethyloxycarbonylpropyleneurea). Isolated yield 40.0%. As a reaction SMILES: [O:1]([C:8]([CH2:10][CH:11]([NH:13][C:14]([NH2:16])=[O:15])[CH3:12])=[O:9])C1C=CC=CC=1.OCC[CH:20]=[CH:21][C:22]1[CH:27]=[CH:26][CH:25]=[CH:24][CH:23]=1.O1CCO[CH2:30][CH2:29]1>C([O-])(=O)CCCCCCCCCCC.C([O-])(=O)CCCCCCCCCCC.C([Sn+2]CCCC)CCC>[CH:29]([C:25]1[CH:24]=[CH:23][C:22]([CH2:21][CH2:20][O:9][C:8]([CH2:10][CH:11]([NH:13][C:14]([NH2:16])=[O:15])[CH3:12])=[O:1])=[CH:27][CH:26]=1)=[CH2:30] |f:3.4.5|. Procedure: Phenoxycarbonylpropyleneurea 8.2 g (37.3 mmol) and hydroxyethylstyrene 5 g (37.3 mmol) were dissolved into dioxane 90 ml by heating. Into the solution obtained was added dibutyltin dilaurate 0.5 g, and the mixture was heated for 6 hours with stirring. After the reaction the solution was concentrated to give a solid mass, which was then purified by column chromatography. The title compound 3.9 g (yield: 40%) was obtained, which was analyzed to: Reactants: ClC1=CC=C(C=CC(=O)O)C=C1 (4-chlorocinnamic acid), CuSO4.5H2O, NN (hydrazine). The solvent is C(C)O (ethyl alcohol). Run at time 10 minute. Yields the product ClC1=CC=C(C=C1)CCC(=O)O (3-(4-chlorophenyl)propanoic acid). Yield: 88.7%. As a reaction SMILES: [Cl:1][C:2]1[CH:12]=[CH:11][C:5]([CH:6]=[CH:7][C:8]([OH:10])=[O:9])=[CH:4][CH:3]=1.NN>C(O)C>[Cl:1][C:2]1[CH:3]=[CH:4][C:5]([CH2:6][CH2:7][C:8]([OH:10])=[O:9])=[CH:11][CH:12]=1. Procedure: A mixture of 6.75 g of 4-chlorocinnamic acid and 0.3 g of CuSO4.5H2O dispersed in 50 ml of ethyl alcohol was stirred at room temperature for 10 minutes; and 23 ml of 95% hydrazine was added thereto. This reactant was stirred for 18 hours with air bubbling at the speed of 1 L/min. The reaction mixture was filtered through a Celite layer and 30 ml of 1N NaOH was added thereto. The solution was washed twice with 30 ml of dichloromethane, acidified with concentrated hydrochloric acid, extracted with... The reactants are C(CCC)N1C(=NC(=C1CNCC1CCCCC1)C1=CC=C(C=C1)OC)C1=CC=CC=C1 ([3-Butyl-5-(4-methoxy-phenyl)-2-phenyl-3H-imidazol-4-ylmethyl]-cyclohexylmethyl-amine), O(C(=O)C)C=1C=C(CBr)C=CC1C(=O)OC(C)(C)C (3-acetoxyl-4-tert-butoxycarbonyl-benzyl bromide), C([O-])([O-])=O.[K+].[K+] (potassium carbonate). Solvent: C(C)#N (acetonitrile). Reaction conditions: time 1 hour. The product is C(C)(C)(C)OC(C1=C(C=C(C=C1)CN(CC1CCCCC1)CC=1N(C(=NC1C1=CC=C(C=C1)OC)C1=CC=CC=C1)CCCC)OC(C)=O)=O (4-({[3-Butyl-5-(4-methoxy-phenyl)-2-phenyl-3H-imidazol-4-ylmethyl]cyclohexylmethyl-amino}-methyl)-2-acetoxy-benzoic acid tert-butyl ester). The yield is 63.0%. As a reaction SMILES: [CH2:1]([N:5]1[C:9]([CH2:10][NH:11][CH2:12][CH:13]2[CH2:18][CH2:17][CH2:16][CH2:15][CH2:14]2)=[C:8]([C:19]2[CH:24]=[CH:23][C:22]([O:25][CH3:26])=[CH:21][CH:20]=2)[N:7]=[C:6]1[C:27]1[CH:32]=[CH:31][CH:30]=[CH:29][CH:28]=1)[CH2:2][CH2:3][CH3:4].[O:33]([C:37]1[CH:38]=[C:39]([CH:42]=[CH:43][C:44]=1[C:45]([O:47][C:48]([CH3:51])([CH3:50])[CH3:49])=[O:46])[CH2:40]Br)[C:34]([CH3:36])=[O:35].C(=O)([O-])[O-].[K+].[K+]>C(#N)C>[C:48]([O:47][C:45](=[O:46])[C:44]1[CH:43]=[CH:42][C:39]([CH2:40][N:11]([CH2:10][C:9]2[N:5]([CH2:1][CH2:2][CH2:3][CH3:4])[C:6]([C:27]3[CH:32]=[CH:31][CH:30]=[CH:29][CH:28]=3)=[N:7][C:8]=2[C:19]2[CH:20]=[CH:21][C:22]([O:25][CH3:26])=[CH:23][CH:24]=2)[CH2:12][CH:13]2[CH2:14][CH2:15][CH2:16][CH2:17][CH2:18]2)=[CH:38][C:37]=1[O:33][C:34](=[O:35])[CH3:36])([CH3:51])([CH3:50])[CH3:49] |f:2.3.4|. Procedure details: To a solution of 4-({[3-Butyl-5-(4-methoxy-phenyl)-2-phenyl-3H-imidazol-4-ylmethyl]-cyclohexylmethyl-amine (4.0 g, 9.31 mmol) and 3-acetoxyl-4-tert-butoxycarbonyl-benzyl bromide (3.37 g, 10.24 mmol, 1.1 eq.) in 50 ml anhydrous acetonitrile is added anhydrous potassium carbonate (2.82 g, 20.5 mmol, 2.2 eq.), the resulting mixture is stirred at room temperature for 1 h, then raised to 50° C., stirred overnight. The solid precipitate is filtered off, washed with ethyl acetate, the combined organics... The reactants are CCO, CCOC(C)=O, N#Cc1cccnc1Oc1cccc(Cl)c1, [K+], [Mg+2], O=S(=O)([O-])[O-], [OH-], OO. The product is NC(=O)c1cccnc1Oc1cccc(Cl)c1. RXN SMILES: [CH3:27][CH2:28][OH:29].[CH3:30][CH2:31][O:32][C:33](=[O:34])[CH3:35].[Cl:1][c:2]1[cH:3][c:4]([O:5][c:6]2[c:7]([C:8]#[N:9])[cH:10][cH:11][cH:12][n:13]2)[cH:14][cH:15][cH:16]1.[K+:20].[Mg+2:21].[O-:22][S:23](=[O:24])(=[O:25])[O-:26].[OH-:19].[OH:17][OH:18]>>[Cl:1][c:2]1[cH:3][c:4]([O:5][c:6]2[c:7]([C:8]([NH2:9])=[O:22])[cH:10][cH:11][cH:12][n:13]2)[cH:14][cH:15][cH:16]1. The reactants are BrC=1C(C2=CC(=CC=C2C1C1=C(C=C(C=C1)F)F)O)=O (2-Bromo-3-(2,4-difluorophenyl)-6-hydroxy-1H-inden-1-one), C(=O)([O-])[O-].[K+].[K+] (K2CO3), CS(=O)(=O)OCCCN1CCN(CC1)S(=O)(=O)C (3-[4-(methylsulfonyl)piperazin-1-yl]propyl methanesulfonate), [Na+].[I-] (NaI). The solvent is CN(C)C=O (DMF). Reaction conditions: temperature 60 celsius. The product is BrC=1C(C2=CC(=CC=C2C1C1=C(C=C(C=C1)F)F)OCCCN1CCN(CC1)S(=O)(=O)C)=O (2-Bromo-3-(2,4-difluorophenyl)-6-[3-(4-(methylsulfonyl)piperazin-1-yl)propoxy]-1H-inden-1-one). Yield: 66.0%. Reaction SMILES: [Br:1][C:2]1[C:3](=[O:20])[C:4]2[C:9]([C:10]=1[C:11]1[CH:16]=[CH:15][C:14]([F:17])=[CH:13][C:12]=1[F:18])=[CH:8][CH:7]=[C:6]([OH:19])[CH:5]=2.C([O-])([O-])=O.[K+].[K+].CS(O[CH2:32][CH2:33][CH2:34][N:35]1[CH2:40][CH2:39][N:38]([S:41]([CH3:44])(=[O:43])=[O:42])[CH2:37][CH2:36]1)(=O)=O.[Na+].[I-]>CN(C=O)C>[Br:1][C:2]1[C:3](=[O:20])[C:4]2[C:9]([C:10]=1[C:11]1[CH:16]=[CH:15][C:14]([F:17])=[CH:13][C:12]=1[F:18])=[CH:8][CH:7]=[C:6]([O:19][CH2:32][CH2:33][CH2:34][N:35]1[CH2:40][CH2:39][N:38]([S:41]([CH3:44])(=[O:43])=[O:42])[CH2:37][CH2:36]1)[CH:5]=2 |f:1.2.3,5.6|. Procedure details: To a solution of 2-bromo-3-(2,4-difluorophenyl)-6-hydroxy-1H-inden-1-one (500 mg, 1.48 mmol) obtained in Step 5 of Example 82 in DMF was added K2CO3(3 eq), 3-[4-(methylsulfonyl)piperazin-1-yl]propyl methanesulfonate (669 mg, 2.23 mmol, 1.5 eq), and NaI (0.3 eq) sequentially. The mixture was heated to 60° C. for 16 h. The reaction mixture was quenched with H2O and extracted with EtOAc. The organic layer was washed with H2O and brine, dried over MgSO4, and concentrated in vacuo. The residue was pu... The reactants are [Cl-], Cl, C[N+](C)(C)CC(O)CC(=O)[O-]. Product: C[N+](C)(C)CC(O)CC(=O)[O-]. Reaction SMILES: [Cl-:1].[ClH:13].[OH:2][CH:3]([CH2:4][N+:5]([CH3:6])([CH3:7])[CH3:8])[CH2:9][C:10]([O-:11])=[O:12]>>[OH:2][CH:3]([CH2:4][N+:5]([CH3:6])([CH3:7])[CH3:8])[CH2:9][C:10](=[O:11])[O-:12].